This data is from the Open Reaction Database (ORD), a public repository of structured organic reaction records. The task is: describe an organic reaction: reactants, conditions, products, and yield Starting materials: C1CCOC1, CNc1nc(N2CCC(F)CC2)c(C(=O)NC2CCC(C(F)(F)F)CC2)cc1[N+](=O)[O-]. The product is CNc1nc(N2CCC(F)CC2)c(C(=O)NC2CCC(C(F)(F)F)CC2)cc1N. As a reaction SMILES: [CH2:32]1[O:33][CH2:34][CH2:35][CH2:36]1.[F:1][C:2]([CH:3]1[CH2:4][CH2:5][CH:6]([NH:9][C:10]([c:11]2[c:12]([N:22]3[CH2:23][CH2:24][CH:25]([F:28])[CH2:26][CH2:27]3)[n:13][c:14]([NH:20][CH3:21])[c:15]([N+:17]([O-:18])=[O:19])[cH:16]2)=[O:29])[CH2:7][CH2:8]1)([F:30])[F:31]>>[F:1][C:2]([CH:3]1[CH2:4][CH2:5][CH:6]([NH:9][C:10]([c:11]2[c:12]([N:22]3[CH2:23][CH2:24][CH:25]([F:28])[CH2:26][CH2:27]3)[n:13][c:14]([NH:20][CH3:21])[c:15]([NH2:17])[cH:16]2)=[O:29])[CH2:7][CH2:8]1)([F:30])[F:31].